This data is from the Open Reaction Database (ORD), a public repository of structured organic reaction records. The task is: describe an organic reaction: reactants, conditions, products, and yield Starting materials: NC1=NC(=NS1)C(Cl)(Cl)Cl (5-amino-3-trichloromethyl-1,2,4-thiadiazole), C(C)(=O)Cl (acetyl chloride). Run in C=1(C(=CC=CC1)C)C (xylene). Product: C(C)(=O)NC1=NC(=NS1)C(Cl)(Cl)Cl (5-Acetamido-3-Trichloromethyl-1,2,4-Thiadiazole). Isolated yield 86.0%. RXN SMILES: [NH2:1][C:2]1[S:6][N:5]=[C:4]([C:7]([Cl:10])([Cl:9])[Cl:8])[N:3]=1.[C:11](Cl)(=[O:13])[CH3:12]>C1(C)C(C)=CC=CC=1>[C:11]([NH:1][C:2]1[S:6][N:5]=[C:4]([C:7]([Cl:10])([Cl:9])[Cl:8])[N:3]=1)(=[O:13])[CH3:12]. Procedure: A solution of 10.9 grams (0.05 mole) 5-amino-3-trichloromethyl-1,2,4-thiadiazole and 14.0 grams (0.18 mole) acetyl chloride in 200 milliliters xylene was refluxed at about 140° C. for 15 hours. The product precipitated (11.2 grams, 86% yield) after concentration in vacuo to approximately 50% of the original volume. A pure product of m.p. 193° C. was obtained by recrystallization from ethanol. Reactants: C(O)([O-])=O.[Na+] (sodium hydrogen carbonate), O=C1N([C@H](CN1)CCC)CC(=O)NC1=NC=CC(=C1)C(F)(F)F (2-[(5S)-2-oxo-5-propylimidazolidin-1-yl]-N-[4-(trifluoromethyl)pyridin-2-yl]acetamide), ClC1=NC=C(C=N1)F (2-chloro-5-fluoropyrimidine), CC1(C2=C(C(=CC=C2)P(C3=CC=CC=C3)C4=CC=CC=C4)OC5=C(C=CC=C51)P(C6=CC=CC=C6)C7=CC=CC=C7)C (Xantphos), CC(C)([O-])C.[Na+] (sodium tert-butoxide). The reagents and catalysts are C=1C=CC(=CC1)/C=C/C(=O)/C=C/C2=CC=CC=C2.C=1C=CC(=CC1)/C=C/C(=O)/C=C/C2=CC=CC=C2.C=1C=CC(=CC1)/C=C/C(=O)/C=C/C2=CC=CC=C2.[Pd].[Pd] (Pd2(dba)3). Solvent: C1(=CC=CC=C1)C (toluene). Yields the product FC=1C=NC(=NC1)N1C(N([C@H](C1)CCC)CC(=O)NC1=NC=CC(=C1)C(F)(F)F)=O (2-[(5S)-3-(5-Fluoropyrimidin-2-yl)-2-oxo-5-propylimidazolidin-1-yl]-N-[4-(trifluoromethyl)pyridin-2-yl]acetamide). Yield: 29.9%. RXN SMILES: [O:1]=[C:2]1[NH:6][CH2:5][C@H:4]([CH2:7][CH2:8][CH3:9])[N:3]1[CH2:10][C:11]([NH:13][C:14]1[CH:19]=[C:18]([C:20]([F:23])([F:22])[F:21])[CH:17]=[CH:16][N:15]=1)=[O:12].Cl[C:25]1[N:30]=[CH:29][C:28]([F:31])=[CH:27][N:26]=1.CC1(C)C2C(=C(P(C3C=CC=CC=3)C3C=CC=CC=3)C=CC=2)OC2C(P(C3C=CC=CC=3)C3C=CC=CC=3)=CC=CC1=2.CC(C)([O-])C.[Na+].C(=O)([O-])O.[Na+]>C1(C)C=CC=CC=1.C1C=CC(/C=C/C(/C=C/C2C=CC=CC=2)=O)=CC=1.C1C=CC(/C=C/C(/C=C/C2C=CC=CC=2)=O)=CC=1.C1C=CC(/C=C/C(/C=C/C2C=CC=CC=2)=O)=CC=1.[Pd].[Pd]>[F:31][C:28]1[CH:27]=[N:26][C:25]([N:6]2[CH2:5][C@H:4]([CH2:7][CH2:8][CH3:9])[N:3]([CH2:10][C:11]([NH:13][C:14]3[CH:19]=[C:18]([C:20]([F:23])([F:22])[F:21])[CH:17]=[CH:16][N:15]=3)=[O:12])[C:2]2=[O:1])=[N:30][CH:29]=1 |f:3.4,5.6,8.9.10.11.12|. Procedure details: A solution of 2-[(5S)-2-oxo-5-propylimidazolidin-1-yl]-N-[4-(trifluoromethyl)pyridin-2-yl]acetamide (70 mg), 2-chloro-5-fluoropyrimidine (33 mg), Pd2(dba)3 (22 mg), Xantphos (24 mg), and sodium tert-butoxide (30 mg) in toluene was stirred at 80° C. for 2 hr. Saturated aqueous sodium hydrogen carbonate solution was added thereto, followed by extraction with ethyl acetate and drying over anhydrous magnesium sulfate. The desiccant was filtered off, the solvent was distilled off under reduced pressu... Reactants: S(=O)(=O)(Cl)Cl (Sulfuryl chloride), CN(C)C=O (DMF), COC1=CC=C(C=C1)C=1SC=CC1 (2-(4-methoxy-phenyl)-thiophene). Conditions: temperature 100 celsius, time 15 minute. Product: COC1=CC=C(C=C1)C1=CC=C(S1)S(=O)(=O)Cl (5-(4-Methoxy-phenyl)-thiophene-2-sulfonyl chloride). RXN SMILES: [S:1]([Cl:5])(Cl)(=[O:3])=[O:2].CN(C=O)C.[CH3:11][O:12][C:13]1[CH:18]=[CH:17][C:16]([C:19]2[S:20][CH:21]=[CH:22][CH:23]=2)=[CH:15][CH:14]=1>>[CH3:11][O:12][C:13]1[CH:14]=[CH:15][C:16]([C:19]2[S:20][C:21]([S:1]([Cl:5])(=[O:3])=[O:2])=[CH:22][CH:23]=2)=[CH:17][CH:18]=1. Procedure details: Sulfuryl chloride (0.32 g, 2.34 mmol) was added dropwise a stirred solution of dry DMF (0.18 ml, 2.34 mmol) at 0° C. under an argon atmosphere resulting in the formation of a white solid. After 15 min, 2-(4-methoxy-phenyl)-thiophene (0.38 g, 2 mmol) was added and the mixture was warmed to 100° C. and the melt was further stirred for 45 min. Crushed ice was added and the reaction mixture was extracted with ethyl acetate (2×) and the combined organic extracts were washed with water, brine, dried (... Reactants: C(C)(C)NCC(CCC1=C(C=CC=C1)C1=CC=CC=C1)O (N-isopropyl-2-hydroxy-4-(1,1'-biphenyl-2-yl)butylamine), Cl (hydrogen chloride). The product is [Cl-].C(C)(C)[NH2+]CC(CCC1=C(C=CC=C1)C1=CC=CC=C1)O (N-isopropyl-2-hydroxy-4-(1,1'-biphenyl-2-yl)butylaminium chloride). As a reaction SMILES: [CH:1]([NH:4][CH2:5][CH:6]([OH:21])[CH2:7][CH2:8][C:9]1[CH:14]=[CH:13][CH:12]=[CH:11][C:10]=1[C:15]1[CH:20]=[CH:19][CH:18]=[CH:17][CH:16]=1)([CH3:3])[CH3:2].[ClH:22]>>[Cl-:22].[CH:1]([NH2+:4][CH2:5][CH:6]([OH:21])[CH2:7][CH2:8][C:9]1[CH:14]=[CH:13][CH:12]=[CH:11][C:10]=1[C:15]1[CH:16]=[CH:17][CH:18]=[CH:19][CH:20]=1)([CH3:3])[CH3:2] |f:2.3|. Procedure: Following a precedure similar to that of Example 32, 1,2-epoxy-4-(1,1'-biphenyl-2-yl)butane was reacted with isopropylamine to provide N-isopropyl-2-hydroxy-4-(1,1'-biphenyl-2-yl)butylamine. The amine base so formed was reacted with hydrogen chloride to provide N-isopropyl-2-hydroxy-4-(1,1'-biphenyl-2-yl)butylaminium chloride. M.P. 153°-154° C. RXN SMILES: [C:42](=[O:43])([O-:44])[O-:45].[CH2:1]([c:2]1[cH:3][cH:4][cH:5][cH:6][cH:7]1)[O:8][c:9]1[cH:10][c:11]([OH:38])[c:12]([CH:15]2[C:16](=[O:37])[N:17]([CH:24]([c:25]3[cH:26][cH:27][cH:28][cH:29][cH:30]3)[c:31]3[cH:32][cH:33][cH:34][cH:35][cH:36]3)[c:18]3[cH:19][cH:20][cH:21][cH:22][c:23]32)[cH:13][cH:14]1.[Cl:39][CH2:40][I:41].[Cs+:46].[Cs+:47].[O:48]1[CH2:49][CH2:50][CH2:51][CH2:52]1>>[CH2:1]([c:2]1[cH:3][cH:4][cH:5][cH:6][cH:7]1)[O:8][c:9]1[cH:10][c:11]2[c:12]([cH:13][cH:14]1)[C:15]1([C:16](=[O:37])[N:17]([CH:24]([c:25]3[cH:26][cH:27][cH:28][cH:29][cH:30]3)[c:31]3[cH:32][cH:33][cH:34][cH:35][cH:36]3)[c:18]3[cH:19][cH:20][cH:21][cH:22][c:23]31)[CH2:40][O:38]2. The product is O=C1N(C(c2ccccc2)c2ccccc2)c2ccccc2C12COc1cc(OCc3ccccc3)ccc12. The reactants are O=C([O-])[O-], O=C1C(c2ccc(OCc3ccccc3)cc2O)c2ccccc2N1C(c1ccccc1)c1ccccc1, ClCI, [Cs+], [Cs+], C1CCOC1. The reactants are C(C)OC(/C(/C=1SC(=CC1)OCCOC1=CC2=CC=CC=C2C=C1)=N/OC)=O ((Z)-alpha-(methoxyimino)-5-[2-(2-naphthalenyloxy)ethoxy]-2-thiopheneacetic acid ethyl ester), [OH-].[Na+] (sodium hydroxide). Run in CO (methanol), O1CCCC1 (tetrahydrofuran). Reaction conditions: temperature 50 celsius. Product: CO\N=C(\C(=O)O)/C=1SC(=CC1)OCCOC1=CC2=CC=CC=C2C=C1 ((Z)-alpha-(methoxyimino)-5-[2-(2-naphthalenyloxy)ethoxy]-2-thiopheneacetic acid). The yield is 84.4%. As a reaction SMILES: C([O:3][C:4](=[O:28])/[C:5](=[N:25]/[O:26][CH3:27])/[C:6]1[S:7][C:8]([O:11][CH2:12][CH2:13][O:14][C:15]2[CH:24]=[CH:23][C:22]3[C:17](=[CH:18][CH:19]=[CH:20][CH:21]=3)[CH:16]=2)=[CH:9][CH:10]=1)C.[OH-].[Na+]>CO.O1CCCC1>[CH3:27][O:26]/[N:25]=[C:5](\[C:6]1[S:7][C:8]([O:11][CH2:12][CH2:13][O:14][C:15]2[CH:24]=[CH:23][C:22]3[C:17](=[CH:18][CH:19]=[CH:20][CH:21]=3)[CH:16]=2)=[CH:9][CH:10]=1)/[C:4]([OH:28])=[O:3] |f:1.2|. Procedure details: (Z)-alpha-(methoxyimino)-5-[2-(2-naphthalenyloxy)ethoxy]-2-thiopheneacetic acid ethyl ester (0.2 g) in methanol (2 mL) and tetrahydrofuran (2 mL) was treated with 3N sodium hydroxide (0.5 mL) and the stirred mixture was heated at 50° C. for 30 minutes. After the solvents were removed in vacuo, the concentrate was diluted with water (10 mL), acidified with 1N hydrochloric acid (3 mL) and extracted with dichloromethane (2×10 mL). The combined organic layers were washed with brine, dried (MgSO4) an... The reactants are CC(C)c1ccc2c(Nc3cc(C(=O)Nc4ccc(C(F)(F)F)cn4)ccc3Oc3ccc(NC(=O)OC(C)(C)C)cc3)ncnc2n1, ClCCl, O=C(O)C(F)(F)F. Yields the product CC(C)c1ccc2c(Nc3cc(C(=O)Nc4ccc(C(F)(F)F)cn4)ccc3Oc3ccc(N)cc3)ncnc2n1. Reaction SMILES: [C:1]([O:2][C:3](=[O:4])[NH:7][c:8]1[cH:9][cH:10][c:11]([O:14][c:15]2[c:16]([NH:34][c:35]3[c:36]4[c:37]([n:38][cH:39][n:40]3)[n:41][c:42]([CH:45]([CH3:46])[CH3:47])[cH:43][cH:44]4)[cH:17][c:18]([C:21]([NH:22][c:23]3[n:24][cH:25][c:26]([C:29]([F:30])([F:31])[F:32])[cH:27][cH:28]3)=[O:33])[cH:19][cH:20]2)[cH:12][cH:13]1)([CH3:5])([CH3:6])[CH3:48].[Cl:56][CH2:57][Cl:58].[F:49][C:50]([F:51])([F:52])[C:53]([OH:54])=[O:55]>>[NH2:7][c:8]1[cH:9][cH:10][c:11]([O:14][c:15]2[c:16]([NH:34][c:35]3[c:36]4[c:37]([n:38][cH:39][n:40]3)[n:41][c:42]([CH:45]([CH3:46])[CH3:47])[cH:43][cH:44]4)[cH:17][c:18]([C:21]([NH:22][c:23]3[n:24][cH:25][c:26]([C:29]([F:30])([F:31])[F:32])[cH:27][cH:28]3)=[O:33])[cH:19][cH:20]2)[cH:12][cH:13]1.